From a dataset of the Open Reaction Database (ORD), a public repository of structured organic reaction records. describe an organic reaction: reactants, conditions, products, and yield Starting materials: CCl (methyl chloride), C(C)(=O)OC=C (vinyl acetate). The solvent is C(C)(=O)O (acetic acid). Run at time 6 hour. Product: C(C)(=O)OC(C)OC(C)=O (ethylidene diacetate). The yield is 43978.1%. As a reaction SMILES: CCl.[C:3]([O:6][CH:7]=[CH2:8])(=[O:5])[CH3:4]>C(O)(=O)C>[C:3]([O:6][CH:7]([O:6][C:3](=[O:5])[CH3:4])[CH3:8])(=[O:5])[CH3:4]. Reported procedure: The procedure of Example 9 was repeated except that 10 g of methyl chloride was used in place of methyl iodide and the reaction was effected for 6 hours. GC analysis showed that 0.116 g of vinyl acetate, and 43.3 g of ethylidene diacetate were formed with considerable amount of acetic acid. Reactants: C1C2C1(C(=O)NC2=O)C3=CC=C(C=C3)Cl (1-(p-chlorophenyl)-1,2-cyclopropanedicarboximide), N-[4,4-bis(p-fluoropphenyl)butyl] 1-(p-chlorophenyl)-1,2-cyclopropanedicarboximide, C(\C=C\C(=O)O)(=O)O (fumaric acid). Product: C(\C=C\C(=O)O)(=O)O.CCCCCC (hexane fumarate). RXN SMILES: [CH2:1]1[C:3]2([C:9]3C=CC(Cl)=C[CH:10]=3)C(N[C:7](=O)[CH:2]12)=O.[C:16]([OH:23])(=[O:22])/[CH:17]=[CH:18]/[C:19]([OH:21])=[O:20]>>[C:16]([OH:23])(=[O:22])/[CH:17]=[CH:18]/[C:19]([OH:21])=[O:20].[CH3:7][CH2:2][CH2:1][CH2:3][CH2:9][CH3:10] |f:2.3|. Reported procedure: In the above manner 1-(p-chlorophenyl)-1,2-cyclopropanedicarboximide (U.S. Pat. No. 3,344,026) is converted to N-[4,4-bis(p-fluoropphenyl)butyl] -1-(p-chlorophenyl)-1,2-cyclopropanedicarboximide, m.p. 98°-99° C. This compound is reduced as in Example 27 and the base is combined with fumaric acid to give 3-(4,4-bis(p-fluorophenyl)butyl]-1-(p-chlorophenyl)-3-azabicyclo]3.1.0]hexane fumarate as colorless crystals, m.p. 152°-154° C. Reactants: C(C)(=O)O[C@@H](CCCCN1C(=O)N(C=2N=NNC2C1=O)C)C ((R)-1-(5-acetoxyhexyl)-3-methyl-8-azaxanthine), [H-].[Na+] (sodium hydride), CI (methyl iodide). Run in CS(=O)C (dimethylsulfoxide). Conditions: time 30 minute. The product is C(C)(=O)O[C@@H](CCCCN1C(=O)N(C=2N=NN(C2C1=O)C)C)C ((R)-1-(5-acetoxyhexyl)-3,7-dimethyl-8-azaxanthine). The yield is 31.4%. Reaction SMILES: [H-].[Na+].[C:3]([O:6][C@H:7]([CH3:24])[CH2:8][CH2:9][CH2:10][CH2:11][N:12]1[C:21](=[O:22])[C:20]2[NH:19][N:18]=[N:17][C:16]=2[N:15]([CH3:23])[C:13]1=[O:14])(=[O:5])[CH3:4].[CH3:25]I>CS(C)=O>[C:3]([O:6][C@H:7]([CH3:24])[CH2:8][CH2:9][CH2:10][CH2:11][N:12]1[C:21](=[O:22])[C:20]2[N:19]([CH3:25])[N:18]=[N:17][C:16]=2[N:15]([CH3:23])[C:13]1=[O:14])(=[O:5])[CH3:4] |f:0.1|. Reported procedure: To a suspension of sodium hydride (22 mg, 0.91 mmol) in anhydrous dimethylsulfoxide (4.0 ml) was added (R)-1-(5-acetoxyhexyl)-3-methyl-8-azaxanthine (225 mg, 0.728 mmol). After stirring at room temperature for 30 min, the mixture was treated with methyl iodide (524 mg, 3.64 mmol). After stirring at room temperature overnight, the reaction was quenched by addition of saturated aqueous sodium chloride solution (20 ml) and then extracted with ethyl acetate (3x 15 ml). The combined extracts were was... Starting materials: C(C)(C)(C)OC(=O)N1CCC(CC1)OC1=C(C=C(C=C1)C1=NN2C(S1)=NC=C2C=2C=NC(=NC2)N)OC (4-{4-[5-(2-Amino-pyrimidin-5-yl)-imidazo[2,1-b][1,3,4]thiadiazol-2-yl]-2-methoxy-phenoxy}-piperidine-1-carboxylic acid tert-butyl ester), Cl (HCl), O1CCOCC1 (1,4-dioxane). Solvent: C(Cl)Cl (DCM), CO (MeOH). Conditions: time 8 hour. The product is COC=1C=C(C=CC1OC1CCNCC1)C1=NN2C(S1)=NC=C2C=2C=NC(=NC2)N (5-{2-[3-Methoxy-4-(piperidin-4-yloxy)-phenyl]-imidazo[2,1-b][1,3,4]thiadiazol-5-yl}-pyrimidin-2-ylamine), Cl (HCl). The yield is 77.0%. Reaction SMILES: C(OC([N:8]1[CH2:13][CH2:12][CH:11]([O:14][C:15]2[CH:20]=[CH:19][C:18]([C:21]3[S:25][C:24]4=[N:26][CH:27]=[C:28]([C:29]5[CH:30]=[N:31][C:32]([NH2:35])=[N:33][CH:34]=5)[N:23]4[N:22]=3)=[CH:17][C:16]=2[O:36][CH3:37])[CH2:10][CH2:9]1)=O)(C)(C)C.[ClH:38].O1CCOCC1>C(Cl)Cl.CO>[CH3:37][O:36][C:16]1[CH:17]=[C:18]([C:21]2[S:25][C:24]3=[N:26][CH:27]=[C:28]([C:29]4[CH:34]=[N:33][C:32]([NH2:35])=[N:31][CH:30]=4)[N:23]3[N:22]=2)[CH:19]=[CH:20][C:15]=1[O:14][CH:11]1[CH2:12][CH2:13][NH:8][CH2:9][CH2:10]1.[ClH:38]. Procedure details: 4-{4-[5-(2-Amino-pyrimidin-5-yl)-imidazo[2,1-b][1,3,4]thiadiazol-2-yl]-2-methoxy-phenoxy}-piperidine-1-carboxylic acid tert-butyl ester (9 mg; 0.017 mmol; 1 eq) was dissolved in anhydrous DCM (1 mL) and 4M HCl in 1,4-dioxane (0.042 ml, 0.17 mmol, 10 eq) was added. The reaction mixture was stirred at RT overnight. The solvent was evaporated and the residue was co-evaporated with DCM (×3). The residue was triturated in CH3CN and filtered. The oily-solid obtained was dissolved in MeOH and evaporate...